This data is from the Open Reaction Database (ORD), a public repository of structured organic reaction records. The task is: describe an organic reaction: reactants, conditions, products, and yield The product is CCCCCCN(Cc1ccccc1)C(=O)Cc1cccc(OCc2ccccc2C(=O)OC)c1. The reactants are CCCCCCNCc1ccccc1, ClCCCl, COC(=O)c1ccccc1COc1cccc(CC(=O)O)c1, CN(C)c1ccncc1, ClCCl, Cl, O. As a reaction SMILES: [CH2:23]([CH2:24][CH2:25][CH2:26][CH2:27][CH3:28])[NH:29][CH2:30][c:31]1[cH:32][cH:33][cH:34][cH:35][cH:36]1.[CH2:37]([Cl:38])[CH2:39][Cl:40].[CH3:1][O:2][C:3](=[O:4])[c:5]1[c:6]([CH2:7][O:8][c:9]2[cH:10][c:11]([CH2:15][C:16](=[O:17])[OH:18])[cH:12][cH:13][cH:14]2)[cH:19][cH:20][cH:21][cH:22]1.[CH3:45][N:46]([c:47]1[cH:48][cH:49][n:50][cH:51][cH:52]1)[CH3:53].[Cl:42][CH2:43][Cl:44].[ClH:41].[OH2:54]>>[CH3:1][O:2][C:3](=[O:4])[c:5]1[c:6]([CH2:7][O:8][c:9]2[cH:10][c:11]([CH2:15][C:16](=[O:18])[N:29]([CH2:23][CH2:24][CH2:25][CH2:26][CH2:27][CH3:28])[CH2:30][c:31]3[cH:32][cH:33][cH:34][cH:35][cH:36]3)[cH:12][cH:13][cH:14]2)[cH:19][cH:20][cH:21][cH:22]1. Starting materials: ClC=1C(=CN2C(C(=CC(=C2C1C)C1CC1)C(=O)OCC)=O)F (Ethyl 8-chloro-1-cyclopropyl-7-fluoro-9-methyl-4-oxo-4H-quinolizine-3-carboxylate), FC1=C(N)C=C(C(=C1)B1OC(C(O1)(C)C)(C)C)F (2,5-difluoro-4-(4,4,5,5-tetramethyl-1,3,2-dioxaborolan-2-yl)-aniline), C1(CCCCC1)P(C1CCCCC1)C1CCCCC1 (tricyclohexylphosphine), [F-].[Cs+] (cesium fluoride). The reagents and catalysts are C(C)(=O)[O-].[Pd+2].C(C)(=O)[O-] (Palladium(II) acetate). Run in C(C)#N (ACN). Conditions: temperature 85 celsius. Yields the product NC1=CC(=C(C=C1F)C=1C(=CN2C(C(=CC(=C2C1C)C1CC1)C(=O)OCC)=O)F)F (ethyl 8-(4-amino-2,5-difluoro-phenyl)-1-cyclopropyl-7-fluoro-9-methyl-4-oxo-4H-quinolizine-3-carboxylate). Yield: 75.0%. Reaction SMILES: Cl[C:2]1[C:3]([F:22])=[CH:4][N:5]2[C:10]([C:11]=1[CH3:12])=[C:9]([CH:13]1[CH2:15][CH2:14]1)[CH:8]=[C:7]([C:16]([O:18][CH2:19][CH3:20])=[O:17])[C:6]2=[O:21].[F:23][C:24]1[CH:30]=[C:29](B2OC(C)(C)C(C)(C)O2)[C:28]([F:40])=[CH:27][C:25]=1[NH2:26].C1(P(C2CCCCC2)C2CCCCC2)CCCCC1.[F-].[Cs+]>C([O-])(=O)C.[Pd+2].C([O-])(=O)C.C(#N)C>[NH2:26][C:25]1[C:24]([F:23])=[CH:30][C:29]([C:2]2[C:3]([F:22])=[CH:4][N:5]3[C:10]([C:11]=2[CH3:12])=[C:9]([CH:13]2[CH2:15][CH2:14]2)[CH:8]=[C:7]([C:16]([O:18][CH2:19][CH3:20])=[O:17])[C:6]3=[O:21])=[C:28]([F:40])[CH:27]=1 |f:3.4,5.6.7|. Reported procedure: Ethyl 8-chloro-1-cyclopropyl-7-fluoro-9-methyl-4-oxo-4H-quinolizine-3-carboxylate (100 mg, 0.32 mmol), 2,5-difluoro-4-(4,4,5,5-tetramethyl-1,3,2-dioxaborolan-2-yl)-aniline (667 mg, 2.06 mmol), tricyclohexylphosphine (105 mg, 0.41 mmol) and cesium fluoride (482 mg, 3.2 mmol) were added to ACN (5 mL). The reaction mixture was degassed with argon. Palladium(II) acetate (24 mg, 0.11 mmol) was added. The reaction mixture was heated at 85° C. for 2 h. The reaction mixture was cooled and evaporated in ... Starting materials: CC(C)(C)OC(=O)N1CCc2cc(Br)ccc21, [Li]C(C)(C)C, CC(=O)O, C1CCOC1, CCCCC, CCOC(C)=O, CN(C)C=O. Yields the product CC(C)(C)OC(=O)N1CCc2ccccc21. As a reaction SMILES: [Br:1][c:2]1[cH:3][c:4]2[c:8]([cH:9][cH:10]1)[N:7]([C:11](=[O:12])[O:13][C:14]([CH3:15])([CH3:16])[CH3:17])[CH2:6][CH2:5]2.[C:23]([Li:24])([CH3:25])([CH3:26])[CH3:27].[C:44]([OH:45])(=[O:46])[CH3:47].[CH2:33]1[O:34][CH2:35][CH2:36][CH2:37]1.[CH3:28][CH2:29][CH2:30][CH2:31][CH3:32].[CH3:38][CH2:39][O:40][C:41]([CH3:42])=[O:43].[O:18]=[CH:19][N:20]([CH3:21])[CH3:22]>>[cH:2]1[cH:3][c:4]2[c:8]([cH:9][cH:10]1)[N:7]([C:11](=[O:12])[O:13][C:14]([CH3:15])([CH3:16])[CH3:17])[CH2:6][CH2:5]2. Starting materials: COC=O (methylformate), N-formyl-N-methylamino-methyl, C(\C=C\C(=O)O)(=O)O.CN(C)CC1CC2N(C3=C(CC4=C2C=CC=C4)C=CC=C3)CC1 (2-dimethylaminomethyl-1,2,3,4,10,14b-hexahydro-pyridino[1,2-a]-dibenzo[c,f]-azepine fumarate). Run in CO.CC(=O)C (methanol acetone). Yields the product CN(C)CC1CC2N(C3=C(CC4=C2C=CC=C4)C=CC=C3)CC1 (2-dimethylaminomethyl-1,2,3,4,10,14b-hexahydro-pyridino[1,2-a]-dibenzo[c,f]-azepine). Reaction SMILES: COC=O.C(O)(=O)/C=C/C(O)=O.[CH3:13][N:14]([CH2:16][CH:17]1[CH2:35][CH2:34][N:20]2[C:21]3[CH:33]=[CH:32][CH:31]=[CH:30][C:22]=3[CH2:23][C:24]3[CH:29]=[CH:28][CH:27]=[CH:26][C:25]=3[CH:19]2[CH2:18]1)[CH3:15]>CO.CC(C)=O>[CH3:15][N:14]([CH2:16][CH:17]1[CH2:35][CH2:34][N:20]2[C:21]3[CH:33]=[CH:32][CH:31]=[CH:30][C:22]=3[CH2:23][C:24]3[CH:29]=[CH:28][CH:27]=[CH:26][C:25]=3[CH:19]2[CH2:18]1)[CH3:13] |f:1.2,3.4|. Procedure details: The above-mentioned product is treated with methylformate in the same way once again (melting point N-formyl-N-methylamino-methyl compound: 117°-119°C) and reduced after that. Obtained in this manner: 3.4 g. Melting point (ax.): 2-dimethylaminomethyl-1,2,3,4,10,14b-hexahydro-pyridino[1,2-a]-dibenzo[c,f]-azepine fumarate: 174°-176°C. Rf in methanol:acetone (9:1) = 0.40 on SiO2.